From a dataset of the Open Reaction Database (ORD), a public repository of structured organic reaction records. describe an organic reaction: reactants, conditions, products, and yield Procedure: In the manner given in Example 1, 7-nitro-2-hydrazino-5-phenyl-3H-1,4-benzodiazepine can be reacted with chloropropanone to give 7-nitro-2-[(2-chloro-1-methylethylidene)-hydrazino]-5-phenyl-3H-1,4-benzodiazepine. Reactants: [N+](=O)([O-])C=1C=CC2=C(C(=NCC(=N2)NN)C2=CC=CC=C2)C1 (7-nitro-2-hydrazino-5-phenyl-3H-1,4-benzodiazepine), ClCC(C)=O (chloropropanone). Reaction SMILES: [N+:1]([C:4]1[CH:5]=[CH:6][C:7]2[N:13]=[C:12]([NH:14][NH2:15])[CH2:11][N:10]=[C:9]([C:16]3[CH:21]=[CH:20][CH:19]=[CH:18][CH:17]=3)[C:8]=2[CH:22]=1)([O-:3])=[O:2].[Cl:23][CH2:24][C:25](=O)[CH3:26]>>[N+:1]([C:4]1[CH:5]=[CH:6][C:7]2[N:13]=[C:12]([NH:14][N:15]=[C:25]([CH3:26])[CH2:24][Cl:23])[CH2:11][N:10]=[C:9]([C:16]3[CH:21]=[CH:20][CH:19]=[CH:18][CH:17]=3)[C:8]=2[CH:22]=1)([O-:3])=[O:2]. Product: [N+](=O)([O-])C=1C=CC2=C(C(=NCC(=N2)NN=C(CCl)C)C2=CC=CC=C2)C1 (7-nitro-2-[(2-chloro-1-methylethylidene)-hydrazino]-5-phenyl-3H-1,4-benzodiazepine). The reactants are OC1=CC=2C=C3N(C2C=C1)CCC3CC(=O)OC(C)(C)C (tert-butyl 2-(7-hydroxy-2,3-dihydro-1H-pyrrolo[1,2-a]indol-1-yl)acetate), C(=O)([O-])[O-].[Cs+].[Cs+] (Cs2CO3), ClCC1=CC(=C(C=C1)CC1CCCCC1)C(F)(F)F (4-(chloromethyl)-1-(cyclohexylmethyl)-2-(trifluoromethyl)benzene). Run in CC(=O)N(C)C (DMA). Run at temperature 60 celsius, time 16 hour. The product is C1(CCCCC1)CC1=C(C=C(COC2=CC=3C=C4N(C3C=C2)CCC4CC(=O)OC(C)(C)C)C=C1)C(F)(F)F (tert-Butyl 2-(7-(4-(Cyclohexylmethyl)-3-(trifluoromethyl)benzyloxy)-2,3-dihydro-1H-pyrrolo[1,2-a]indol-1-yl)acetate). Isolated yield 62.3%. As a reaction SMILES: [OH:1][C:2]1[CH:10]=[CH:9][C:8]2[N:7]3[CH2:11][CH2:12][CH:13]([CH2:14][C:15]([O:17][C:18]([CH3:21])([CH3:20])[CH3:19])=[O:16])[C:6]3=[CH:5][C:4]=2[CH:3]=1.C([O-])([O-])=O.[Cs+].[Cs+].Cl[CH2:29][C:30]1[CH:35]=[CH:34][C:33]([CH2:36][CH:37]2[CH2:42][CH2:41][CH2:40][CH2:39][CH2:38]2)=[C:32]([C:43]([F:46])([F:45])[F:44])[CH:31]=1>CC(N(C)C)=O>[CH:37]1([CH2:36][C:33]2[CH:34]=[CH:35][C:30]([CH2:29][O:1][C:2]3[CH:10]=[CH:9][C:8]4[N:7]5[CH2:11][CH2:12][CH:13]([CH2:14][C:15]([O:17][C:18]([CH3:21])([CH3:20])[CH3:19])=[O:16])[C:6]5=[CH:5][C:4]=4[CH:3]=3)=[CH:31][C:32]=2[C:43]([F:44])([F:45])[F:46])[CH2:38][CH2:39][CH2:40][CH2:41][CH2:42]1 |f:1.2.3|. Procedure: To a solution of tert-butyl 2-(7-hydroxy-2,3-dihydro-1H-pyrrolo[1,2-a]indol-1-yl)acetate (0.045 g, 0.157 mmol) in DMA (1 mL) was added Cs2CO3 (0.0.077 g, 0.235 mmol) followed by 4-(chloromethyl)-1-(cyclohexylmethyl)-2-(trifluoromethyl)benzene (0.050 g, 0.172 mmol). The reaction was stirred at 60° C. for 16 h. The mixture was filtered. The filtrate was concentrated under vacuum and purified by silica gel column chromatography to give the title compound as a white solid (0.053 g). LCMS m/z=542.5 [... Starting materials: COC1=CC=C(NC=2SC3=C(C(N2)=O)C=CC=N3)C=C1 (2-(4-methoxyanilino)-4H-pyrido[3,2-e]-1,3-thiazin-4-one), [H-].[Li+] (lithium hydride), C(CCC)I (butyl iodide). Product: C(CCC)N1C(SC2=C(C1=O)C=CC=N2)=NC2=CC=C(C=C2)OC (3-butyl-2-[(4-methoxyphenyl)imino]-2,3-dihydro-4H-pyrido[3,2-e]-1,3-thiazin-4-one). Reaction SMILES: [CH3:1][O:2][C:3]1[CH:20]=[CH:19][C:6]([NH:7][C:8]2[S:9][C:10]3[N:18]=[CH:17][CH:16]=[CH:15][C:11]=3[C:12](=[O:14])[N:13]=2)=[CH:5][CH:4]=1.[H-].[Li+].[CH2:23](I)[CH2:24][CH2:25][CH3:26]>>[CH2:23]([N:13]1[C:12](=[O:14])[C:11]2[CH:15]=[CH:16][CH:17]=[N:18][C:10]=2[S:9][C:8]1=[N:7][C:6]1[CH:19]=[CH:20][C:3]([O:2][CH3:1])=[CH:4][CH:5]=1)[CH2:24][CH2:25][CH3:26] |f:1.2|. Procedure details: The reaction procedure of Example 11 was followed except that 428 mg of 2-(4-methoxyanilino)-4H-pyrido[3,2-e]-1,3-thiazin-4-one, 14 mg of lithium hydride and 0.17 ml of butyl iodide were used. As a result, 295 mg of 3-butyl-2-[(4-methoxyphenyl)imino]-2,3-dihydro-4H-pyrido[3,2-e]-1,3-thiazin-4-one was obtained as a low polarity substance, and 55 mg of 2-[N-butyl-N-(4-methoxyphenyl)amino]-4H-pyrido[3,2-e]-1,3-thiazin-4-one was obtained as a high polarity substance. The reactants are COCCOC, O=C(CSc1ccc(Cl)cc1)c1ccccc1, [O-][I+3]([O-])([O-])[O-], [Na+]. Yields the product O=C(CS(=O)c1ccc(Cl)cc1)c1ccccc1. As a reaction SMILES: [CH3:24][O:25][CH2:26][CH2:27][O:28][CH3:29].[Cl:1][c:2]1[cH:3][cH:4][c:5]([S:8][CH2:9][C:10](=[O:11])[c:12]2[cH:13][cH:14][cH:15][cH:16][cH:17]2)[cH:6][cH:7]1.[I+3:18]([O-:19])([O-:20])([O-:21])[O-:22].[Na+:23]>>[Cl:1][c:2]1[cH:3][cH:4][c:5]([S:8]([CH2:9][C:10](=[O:11])[c:12]2[cH:13][cH:14][cH:15][cH:16][cH:17]2)=[O:19])[cH:6][cH:7]1. Reactants: BrC1C(C2=CC(=C(C=C2CC1)OC)OC)=O (2-bromo-6,7-dimethoxy-3,4-dihydronaphthalen-1(2H)-one), NNC(=S)N (thiosemicarbazide). The solvent is O1CCOCC1 (dioxane). The product is COC=1C=C2CCC3=C(N=C(S3)NN)C2=CC1OC (1-(7,8-dimethoxy-4,5-dihydronaphtho[1,2-d]thiazol-2-yl)hydrazine). As a reaction SMILES: Br[CH:2]1[CH2:11][CH2:10][C:9]2[C:4](=[CH:5][C:6]([O:14][CH3:15])=[C:7]([O:12][CH3:13])[CH:8]=2)[C:3]1=O.[NH2:17][NH:18][C:19]([NH2:21])=[S:20]>O1CCOCC1>[CH3:13][O:12][C:7]1[CH:8]=[C:9]2[C:4](=[CH:5][C:6]=1[O:14][CH3:15])[C:3]1[N:21]=[C:19]([NH:18][NH2:17])[S:20][C:2]=1[CH2:11][CH2:10]2. Procedure details: A solution of 400 mg (1.4 mmol) of 2-bromo-6,7-dimethoxy-3,4-dihydronaphthalen-1(2H)-one and thiosemicarbazide (127 mg, 1.4 mmol) in 20 ml of anhydrous dioxane was stirred at 80° C. for 24 h. The resulting yellow precipitate was filtered and washed with dioxane (10 ml). The dried precipitate was then basified with 2 M Sodium Carbonate (20 ml) solution. The formed pale brown product was filtered at the pump and washed with water. The LCMS analysis showed the formation of the required 1-(7,8-dimet... The product is C(N)(OCC1C2=C(C=C(C=C2N2CC3NC3C1(O2)O)CNC2=CC=CC=C2)O)=O (4-anilinomethyl-6,9-dihydroxy-14-oxa-1,11-diazatetracyclo[7.4.1.02,7.010,12 ]tetradeca-2,4,6-trien-8-ylmethyl carbamate). Reactants: NC1=CC=CC=C1 (Aniline), C(N)(OCC(C=CC=CC=CC)CCCCCC)=O (tetradeca-2,4,6-trien-8-ylmethyl carbamate), C(N)(OCC1C2=C(C=C(C=C2N2CC3NC3C1(O2)O)C=NC2=CC=CC=C2)O)=O (6,9-dihydroxy-4-phenyliminomethyl-14-oxa-1,11-diazatetracyclo[7.4.1.02,7.010,12 ]tetradeca-2,4,6-trien-8-ylmethyl carbamate). The reagents and catalysts are [Pd] (Palladium on carbon). Procedure: 4-Formyl-6,9-dihydroxy-14-oxa-1,11-diazatetracyclo[7.4.1.02,7.010,12 [tetradeca-2,4,6-trien-8-ylmethyl carbamate (50 mg) was dissolved in methanol (5 ml). Aniline (0.50 ml) was added to this solution and the mixture was allowed to stand at room temperature for 3 hours to give a solution containing 6,9-dihydroxy-4-phenyliminomethyl-14-oxa-1,11-diazatetracyclo[7.4.1.02,7.010,12 ]tetradeca-2,4,6-trien-8-ylmethyl carbamate. 10% Palladium on carbon (100 mg) was added to the solution, and the mixture ... Reaction SMILES: C(=O)(OCC(CCCCCC)C=CC=CC=CC)N.NC1C=CC=CC=1.[C:27](=[O:55])([O:29][CH2:30][CH:31]1[C:43]2([OH:45])[O:44][N:38]([CH2:39][CH:40]3[CH:42]2[NH:41]3)[C:37]2[C:32]1=[C:33]([OH:54])[CH:34]=[C:35]([CH:46]=[N:47][C:48]1[CH:53]=[CH:52][CH:51]=[CH:50][CH:49]=1)[CH:36]=2)[NH2:28]>CO.[Pd]>[C:27](=[O:55])([O:29][CH2:30][CH:31]1[C:43]2([OH:45])[O:44][N:38]([CH2:39][CH:40]3[CH:42]2[NH:41]3)[C:37]2[C:32]1=[C:33]([OH:54])[CH:34]=[C:35]([CH2:46][NH:47][C:48]1[CH:49]=[CH:50][CH:51]=[CH:52][CH:53]=1)[CH:36]=2)[NH2:28]. Solvent: CO (methanol). Run at time 3 hour. Starting materials: FC1=CC(=C(C=C1Br)NC1CCN(CC1)C(=O)OC(C)(C)C)[N+](=O)[O-] (1,1-Dimethylethyl 4-[(4-fluoro5-bromo-2-nitrophenyl)amino]-piperidinecarboxylate), O.NN (hydrazine monohydrate). The reagents and catalysts are [Ni] (Raney nickel). The solvent is C(C)O (ethanol). Reaction conditions: temperature 45 celsius, time 1 hour. The product is NC1=C(C=C(C(=C1)F)Br)NC1CCN(CC1)C(=O)OC(C)(C)C (1,1-Dimethylethyl 4-[(2-amino-4-fluoro-5-bromophenyl)amino]-1-piperidinecarboxylate). As a reaction SMILES: [F:1][C:2]1[C:7]([Br:8])=[CH:6][C:5]([NH:9][CH:10]2[CH2:15][CH2:14][N:13]([C:16]([O:18][C:19]([CH3:22])([CH3:21])[CH3:20])=[O:17])[CH2:12][CH2:11]2)=[C:4]([N+:23]([O-])=O)[CH:3]=1.O.NN>C(O)C.[Ni]>[NH2:23][C:4]1[CH:3]=[C:2]([F:1])[C:7]([Br:8])=[CH:6][C:5]=1[NH:9][CH:10]1[CH2:15][CH2:14][N:13]([C:16]([O:18][C:19]([CH3:22])([CH3:21])[CH3:20])=[O:17])[CH2:12][CH2:11]1 |f:1.2|. Procedure details: 1,1-Dimethylethyl 4-[(4-fluoro5-bromo-2-nitrophenyl)amino]-piperidinecarboxylate (D43) (0.91 g, 2.2 mmole) was suspended in ethanol (25 ml) and Raney nickel (50% aqueous suspension, 100 mg) was added at room temperature; the mixture was heated to 45° C. and hydrazine monohydrate (3.0 ml) was added over 10 min. After 1 hr more, the reaction mixture was cooled to room temperature, filtered through Celite and the solvent was evaporated to yield the title compound as an orange brown gum, 0.83 g, 98%... Reactants: CN=C=S, Cc1ccccc1, CNCc1cccnc1. Product: CNC(=S)N(C)Cc1cccnc1. RXN SMILES: [CH3:10][N:11]=[C:12]=[S:13].[CH3:14][c:15]1[cH:16][cH:17][cH:18][cH:19][cH:20]1.[CH3:1][NH:2][CH2:3][c:4]1[cH:5][n:6][cH:7][cH:8][cH:9]1>>[CH3:1][N:2]([CH2:3][c:4]1[cH:5][n:6][cH:7][cH:8][cH:9]1)[C:12]([NH:11][CH3:10])=[S:13]. Starting materials: BrCCCCCCCCCCC(=O)O (11-bromoundecanoic acid), BrCCCCCC(=O)O (6-bromohexanoic acid). Product: BrCCCCCCCCCCC(=O)OC (methyl 11-bromoundecanoate). The yield is 90.0%. RXN SMILES: [Br:1][CH2:2][CH2:3][CH2:4][CH2:5][CH2:6][CH2:7][CH2:8][CH2:9][CH2:10][CH2:11][C:12]([OH:14])=[O:13].Br[CH2:16]CCCCC(O)=O>>[Br:1][CH2:2][CH2:3][CH2:4][CH2:5][CH2:6][CH2:7][CH2:8][CH2:9][CH2:10][CH2:11][C:12]([O:14][CH3:16])=[O:13]. Procedure details: 12.0 grams (45 mmole) of 11-bromoundecanoic acid was treated in the same manner as described above for 6-bromohexanoic acid to yield greater than 90% methyl 11-bromoundecanoate. The reactants are COC(=O)c1c(C)cccc1COC1CCCC(OCc2nc(-c3ccc(Br)cc3)oc2C)C1, CC(C)(C)O, Cl, [K+], [OH-]. Product: Cc1cccc(COC2CCCC(OCc3nc(-c4ccc(Br)cc4)oc3C)C2)c1C(=O)O. RXN SMILES: [Br:1][c:2]1[cH:3][cH:4][c:5](-[c:8]2[o:9][c:10]([CH3:34])[c:11]([CH2:13][O:14][CH:15]3[CH2:16][CH:17]([O:21][CH2:22][c:23]4[c:24]([C:25](=[O:26])[O:27][CH3:28])[c:29]([CH3:33])[cH:30][cH:31][cH:32]4)[CH2:18][CH2:19][CH2:20]3)[n:12]2)[cH:6][cH:7]1.[CH3:36][C:37]([OH:38])([CH3:39])[CH3:40].[ClH:35].[K+:42].[OH-:41]>>[Br:1][c:2]1[cH:3][cH:4][c:5](-[c:8]2[o:9][c:10]([CH3:34])[c:11]([CH2:13][O:14][CH:15]3[CH2:16][CH:17]([O:21][CH2:22][c:23]4[c:24]([C:25](=[O:26])[OH:27])[c:29]([CH3:33])[cH:30][cH:31][cH:32]4)[CH2:18][CH2:19][CH2:20]3)[n:12]2)[cH:6][cH:7]1.